This data is from the Open Reaction Database (ORD), a public repository of structured organic reaction records. The task is: describe an organic reaction: reactants, conditions, products, and yield Starting materials: BrCC1=C(C(N=C(N1)C1=NC=CC=C1F)C1=C(C=C(C=C1)Cl)Cl)C(=O)OCC (Ethyl 6-(bromomethyl)-4-(2,4-dichlorophenyl)-2-(3-fluoropyridin-2-yl)-1,4-dihydropyrimidine-5-carboxylate), N1C(COCC1)C(=O)O (morpholine-3-carboxylic acid). Yields the product ClC1=C(C=CC(=C1)Cl)C1C(=C(NC(=N1)C1=NC=CC=C1F)CN1C(COCC1)C(=O)O)C(=O)OCC (4-((6-(2,4-dichlorophenyl)-5-(ethoxycarbonyl)-2-(3-fluoropyridin-2-yl)-3,6-dihydropyrimidin-4-yl)methyl)morpholine-3-carboxylic acid). Yield: 41.4%. RXN SMILES: Br[CH2:2][C:3]1[NH:8][C:7]([C:9]2[C:14]([F:15])=[CH:13][CH:12]=[CH:11][N:10]=2)=[N:6][CH:5]([C:16]2[CH:21]=[CH:20][C:19]([Cl:22])=[CH:18][C:17]=2[Cl:23])[C:4]=1[C:24]([O:26][CH2:27][CH3:28])=[O:25].[NH:29]1[CH2:34][CH2:33][O:32][CH2:31][CH:30]1[C:35]([OH:37])=[O:36]>>[Cl:23][C:17]1[CH:18]=[C:19]([Cl:22])[CH:20]=[CH:21][C:16]=1[CH:5]1[N:6]=[C:7]([C:9]2[C:14]([F:15])=[CH:13][CH:12]=[CH:11][N:10]=2)[NH:8][C:3]([CH2:2][N:29]2[CH2:34][CH2:33][O:32][CH2:31][CH:30]2[C:35]([OH:37])=[O:36])=[C:4]1[C:24]([O:26][CH2:27][CH3:28])=[O:25]. Reported procedure: Ethyl 6-(bromomethyl)-4-(2,4-dichlorophenyl)-2-(3-fluoropyridin-2-yl)-1,4-dihydropyrimidine-5-carboxylate (0.75 g, 1.53 mmol) was reacted with morpholine-3-carboxylic acid (0.2 g, 1.53 mmol) according to the procedure as described in Example 1, Step C to give the title compound as a yellow solid (0.34 g, 41%). The compound was characterized by the following spectroscopic data: The reactants are Cl.CC=1NC(=C(C(C1C(=O)OC)C1=CC(=CC=C1)[N+](=O)[O-])C(=O)OCCC1=CC=C(C=C1)NCC(=O)OC)C (2,6-dimethyl-3-methoxycarbonyl-4-(3-nitrophenyl)-5-[2-(4-methoxycarbonylmethylaminophenyl)ethoxycarbonyl]-1,4-dihydropyridine hydrochloride salt), [NH4+].[OH-] (NH4OH). Run in O (water). Product: CC=1NC(=C(C(C1C(=O)OC)C1=CC(=CC=C1)[N+](=O)[O-])C(=O)OCCC1=CC=C(C=C1)NCC(=O)OC)C (2,6-dimethyl-3-methoxycarbonyl-4-(3-nitrophenyl)-5-[2-(4-methoxycarbonylmethylaminophenyl)ethoxycarbonyl]-1,4-dihydropyridine). The yield is 91.7%. RXN SMILES: Cl.[CH3:2][C:3]1[NH:4][C:5]([CH3:39])=[C:6]([C:22]([O:24][CH2:25][CH2:26][C:27]2[CH:32]=[CH:31][C:30]([NH:33][CH2:34][C:35]([O:37][CH3:38])=[O:36])=[CH:29][CH:28]=2)=[O:23])[CH:7]([C:13]2[CH:18]=[CH:17][CH:16]=[C:15]([N+:19]([O-:21])=[O:20])[CH:14]=2)[C:8]=1[C:9]([O:11][CH3:12])=[O:10].[NH4+].[OH-]>O>[CH3:2][C:3]1[NH:4][C:5]([CH3:39])=[C:6]([C:22]([O:24][CH2:25][CH2:26][C:27]2[CH:28]=[CH:29][C:30]([NH:33][CH2:34][C:35]([O:37][CH3:38])=[O:36])=[CH:31][CH:32]=2)=[O:23])[CH:7]([C:13]2[CH:18]=[CH:17][CH:16]=[C:15]([N+:19]([O-:21])=[O:20])[CH:14]=2)[C:8]=1[C:9]([O:11][CH3:12])=[O:10] |f:0.1,2.3|. Reported procedure: A solution of 3.5 g of 2,6-dimethyl-3-methoxycarbonyl-4-(3-nitrophenyl)-5-[2-(4-methoxycarbonylmethylaminophenyl)ethoxycarbonyl]-1,4-dihydropyridine hydrochloride salt in water (50 mL) is adjusted to pH 12 with NH4OH solution and extracted with methylene chloride. The methylene chloride is then evaporated to afford 3 g of 2,6-dimethyl-3-methoxycarbonyl-4-(3-nitrophenyl)-5-[2-(4-methoxycarbonylmethylaminophenyl)ethoxycarbonyl]-1,4-dihydropyridine as the free base. Reactants: COCCOCOc1c(F)c(F)c2oc(C)cc2c1Br, C1CCOC1, [Li]CCCC, O=CN1CCOCC1, Cl. Yields the product COCCOCOc1c(F)c(F)c2oc(C)cc2c1C=O. Reaction SMILES: [Br:1][c:2]1[c:3]([O:14][CH2:15][O:16][CH2:17][CH2:18][O:19][CH3:20])[c:4]([F:13])[c:5]([F:12])[c:6]2[c:7]1[cH:8][c:9]([CH3:11])[o:10]2.[CH2:35]1[O:36][CH2:37][CH2:38][CH2:39]1.[CH3:21][CH2:22][CH2:23][CH2:24][Li:25].[CH:26](=[O:27])[N:28]1[CH2:29][CH2:30][O:31][CH2:32][CH2:33]1.[ClH:34]>>[c:2]1([CH:26]=[O:27])[c:3]([O:14][CH2:15][O:16][CH2:17][CH2:18][O:19][CH3:20])[c:4]([F:13])[c:5]([F:12])[c:6]2[c:7]1[cH:8][c:9]([CH3:11])[o:10]2.